This data is from the Open Reaction Database (ORD), a public repository of structured organic reaction records. The task is: describe an organic reaction: reactants, conditions, products, and yield Starting materials: CC(=O)[O-], CC(=O)[O-], CO, [Cu+2], N, O, O, NC(=S)N(c1ccccc1)c1ccccc1. Yields the product N=C(N)N(c1ccccc1)c1ccccc1. Reaction SMILES: [C:20]([O-:21])(=[O:22])[CH3:23].[C:25]([O-:26])(=[O:27])[CH3:28].[CH3:29][OH:30].[Cu+2:24].[NH3:1].[O:19].[OH2:18].[c:2]1([N:8]([C:9](=[S:10])[NH2:11])[c:12]2[cH:13][cH:14][cH:15][cH:16][cH:17]2)[cH:3][cH:4][cH:5][cH:6][cH:7]1>>[NH2:1][C:9]([N:8]([c:2]1[cH:3][cH:4][cH:5][cH:6][cH:7]1)[c:12]1[cH:13][cH:14][cH:15][cH:16][cH:17]1)=[NH:11]. Starting materials: [BH4-], COC1(c2ccc(Cl)c(Cc3ccc4c(c3)CCO4)c2)OC(C=O)(CO)C(OCc2ccccc2)C(OCc2ccccc2)C1OCc1ccccc1, [Na+]. The product is COC1(c2ccc(Cl)c(Cc3ccc4c(c3)CCO4)c2)OC(CO)(CO)C(OCc2ccccc2)C(OCc2ccccc2)C1OCc1ccccc1. As a reaction SMILES: [BH4-:54].[CH2:1]([c:2]1[cH:3][cH:4][cH:5][cH:6][cH:7]1)[O:8][CH:9]1[C:10]([CH:50]=[O:51])([CH2:52][OH:53])[O:11][C:12]([O:31][CH3:32])([c:33]2[cH:34][c:35]([CH2:40][c:41]3[cH:42][cH:43][c:44]4[c:45]([cH:49]3)[CH2:46][CH2:47][O:48]4)[c:36]([Cl:39])[cH:37][cH:38]2)[CH:13]([O:23][CH2:24][c:25]2[cH:26][cH:27][cH:28][cH:29][cH:30]2)[CH:14]1[O:15][CH2:16][c:17]1[cH:18][cH:19][cH:20][cH:21][cH:22]1.[Na+:55]>>[CH2:1]([c:2]1[cH:3][cH:4][cH:5][cH:6][cH:7]1)[O:8][CH:9]1[C:10]([CH2:50][OH:51])([CH2:52][OH:53])[O:11][C:12]([O:31][CH3:32])([c:33]2[cH:34][c:35]([CH2:40][c:41]3[cH:42][cH:43][c:44]4[c:45]([cH:49]3)[CH2:46][CH2:47][O:48]4)[c:36]([Cl:39])[cH:37][cH:38]2)[CH:13]([O:23][CH2:24][c:25]2[cH:26][cH:27][cH:28][cH:29][cH:30]2)[CH:14]1[O:15][CH2:16][c:17]1[cH:18][cH:19][cH:20][cH:21][cH:22]1. The reactants are ClC=1C(N(N=CC1Cl)C1=CC=C(C=C1)C(F)(F)F)=O (4,5-dichloro-2-(4-trifluoromethylphenyl)-3(2H)-pyridazinone), ClC1=CC=C(CO)C=C1 (p-chlorobenzyl alcohol), [OH-].[K+] (potassium hydroxide). Solvent: CN(C=O)C (N,N-dimethylformamide). Yields the product ClC=1C(N(N=CC1OCC1=CC=C(C=C1)Cl)C1=CC=C(C=C1)C(F)(F)F)=O (4-chloro-5-(4-chlorobenzyloxy)-2-(4-trifluoromethylphenyl)-3(2H)-pyridazinone). The yield is 72.4%. As a reaction SMILES: [Cl:1][C:2]1[C:3](=[O:19])[N:4]([C:9]2[CH:14]=[CH:13][C:12]([C:15]([F:18])([F:17])[F:16])=[CH:11][CH:10]=2)[N:5]=[CH:6][C:7]=1Cl.[Cl:20][C:21]1[CH:28]=[CH:27][C:24]([CH2:25][OH:26])=[CH:23][CH:22]=1.[OH-].[K+]>CN(C)C=O>[Cl:1][C:2]1[C:3](=[O:19])[N:4]([C:9]2[CH:14]=[CH:13][C:12]([C:15]([F:18])([F:17])[F:16])=[CH:11][CH:10]=2)[N:5]=[CH:6][C:7]=1[O:26][CH2:25][C:24]1[CH:27]=[CH:28][C:21]([Cl:20])=[CH:22][CH:23]=1 |f:2.3|. Procedure: In 50 ml of N,N-dimethylformamide were dissolved 2.0 g (6.5 m mol) of 4,5-dichloro-2-(4-trifluoromethylphenyl)-3(2H)-pyridazinone and 0.92 g (6.5 m mol) of p-chlorobenzyl alcohol, and thereto was added 0.51 g of powdery potassium hydroxide. Then, the procedures in Synthesis Example 2 were repeated to give 1.94 g of the intended compound. Reactants: O=C([O-])[O-], CC(C)=O, CCCCCCC, COc1ccc(CCl)cc1, [K+], [K+], COc1cc(C=O)ccc1O. Product: COc1ccc(COc2ccc(C=O)cc2OC)cc1. RXN SMILES: [C:1](=[O:2])([O-:3])[O-:4].[CH3:28][C:29](=[O:30])[CH3:31].[CH3:32][CH2:33][CH2:34][CH2:35][CH2:36][CH2:37][CH3:38].[Cl:7][CH2:8][c:9]1[cH:10][cH:11][c:12]([O:15][CH3:16])[cH:13][cH:14]1.[K+:5].[K+:6].[OH:17][c:18]1[c:19]([O:26][CH3:27])[cH:20][c:21]([CH:22]=[O:23])[cH:24][cH:25]1>>[CH2:8]([c:9]1[cH:10][cH:11][c:12]([O:15][CH3:16])[cH:13][cH:14]1)[O:17][c:18]1[c:19]([O:26][CH3:27])[cH:20][c:21]([CH:22]=[O:23])[cH:24][cH:25]1. The reactants are C(C1=CC=CC=C1)OC1=CC=C(C=C1)O (4-Benzyloxyphenol), BrCCCCCCBr (1,6-dibromohexane). The solvent is C1(=CC=CC=C1)C (toluene). Conditions: time 4 day. Yields the product C(C1=CC=CC=C1)OC1=CC=C(C=C1)OCCCCCCBr (1-benzyloxy-4-(6-bromohexyloxy)benzene). As a reaction SMILES: [CH2:1]([O:8][C:9]1[CH:14]=[CH:13][C:12]([OH:15])=[CH:11][CH:10]=1)[C:2]1[CH:7]=[CH:6][CH:5]=[CH:4][CH:3]=1.[Br:16][CH2:17][CH2:18][CH2:19][CH2:20][CH2:21][CH2:22]Br>C1(C)C=CC=CC=1>[CH2:1]([O:8][C:9]1[CH:10]=[CH:11][C:12]([O:15][CH2:22][CH2:21][CH2:20][CH2:19][CH2:18][CH2:17][Br:16])=[CH:13][CH:14]=1)[C:2]1[CH:3]=[CH:4][CH:5]=[CH:6][CH:7]=1. Procedure details: 4-Benzyloxyphenol and 1,6-dibromohexane were reacted using conditions reported in Example 15. The reaction time was 4 days and the extraction solvent used was toluene. The crude product was crystallized from hexane to give 1-benzyloxy-4-(6-bromohexyloxy)benzene, mp 72°-3°. The reactants are N1C=CC=2C1=NC=C(C2)N (1H-Pyrrolo[2,3-b]pyridin-5-amine), ClC1=C(C(=O)O)C(=CC=C1NS(=O)(=O)CCC)F (2-chloro-6-fluoro-3-(propylsulfonamido)benzoic acid), Cl.CN(CCCN=C=NCC)C (1-(3-dimethylaminopropyl)-3-ethylcarbodiimide hydrochloride), ON1N=NC2=C1C=CC=C2 (1-hydroxybenzotriazole). Solvent: C(C)(=O)OCC (ethyl acetate), CN(C=O)C (N,N-dimethylformamide). Reaction conditions: time 24 hour. Product: ClC1=C(C(=O)NC=2C=C3C(=NC2)NC=C3)C(=CC=C1NS(=O)(=O)CCC)F (2-chloro-6-fluoro-3-(propylsulfonamido)-N-(1H-pyrrolo[2,3-b]pyridin-5-yl)benzamide). Isolated yield 25.5%. RXN SMILES: [NH:1]1[C:5]2=[N:6][CH:7]=[C:8]([NH2:10])[CH:9]=[C:4]2[CH:3]=[CH:2]1.[Cl:11][C:12]1[C:20]([NH:21][S:22]([CH2:25][CH2:26][CH3:27])(=[O:24])=[O:23])=[CH:19][CH:18]=[C:17]([F:28])[C:13]=1[C:14](O)=[O:15].Cl.CN(C)CCCN=C=NCC.ON1C2C=CC=CC=2N=N1>CN(C)C=O.C(OCC)(=O)C>[Cl:11][C:12]1[C:20]([NH:21][S:22]([CH2:25][CH2:26][CH3:27])(=[O:23])=[O:24])=[CH:19][CH:18]=[C:17]([F:28])[C:13]=1[C:14]([NH:10][C:8]1[CH:9]=[C:4]2[CH:3]=[CH:2][NH:1][C:5]2=[N:6][CH:7]=1)=[O:15] |f:2.3|. Procedure details: 1H-Pyrrolo[2,3-b]pyridin-5-amine (20 mg, 0.150 mmol) in N,N-dimethylformamide (1.5 mL) was sequentially treated with 2-chloro-6-fluoro-3-(propylsulfonamido)benzoic acid (48.9 mg, 0.165 mmol), 1-(3-dimethylaminopropyl)-3-ethylcarbodiimide hydrochloride (31.7 mg, 0.165 mmol), and 1-hydroxybenzotriazole (22.3 mg, 0.165 mmol) at ambient temperature. After 24 hours, the reaction mixture was diluted with ethyl acetate and washed with water (4×), sodium bicarbonate (2×), and brine (1×), dried over sodi... Reactants: OCC1=CC=C(C=C1)C=CC1=CC=NC2=CC=CC=C12 (4-[2-(4-hydroxymethylphenyl)ethenyl]quinoline), O=S(Cl)Cl (SOCl2). Reaction conditions: time 3 hour. The product is Cl.ClCC1=CC=C(C=C1)C=CC1=CC=[NH+]C2=CC=CC=C12 (4-[2-(4-chloromethylphenyl)ethenyl]quinolinium hydrochloride). As a reaction SMILES: O[CH2:2][C:3]1[CH:8]=[CH:7][C:6]([CH:9]=[CH:10][C:11]2[C:20]3[C:15](=[CH:16][CH:17]=[CH:18][CH:19]=3)[N:14]=[CH:13][CH:12]=2)=[CH:5][CH:4]=1.O=S(Cl)[Cl:23]>>[ClH:23].[Cl:23][CH2:2][C:3]1[CH:8]=[CH:7][C:6]([CH:9]=[CH:10][C:11]2[C:20]3[C:15](=[CH:16][CH:17]=[CH:18][CH:19]=3)[NH+:14]=[CH:13][CH:12]=2)=[CH:5][CH:4]=1 |f:2.3|. Reported procedure: 1 mM of (1) was added to an excess of SOCl2 and stirred for three hours. Product was precipitated with Et2O, filtered and dried in vacuo. Yield of the yellow crystals was 0.242 g (86%) mp=260° C. (decomposed). Elemental analysis (Theoretical: C=68.37, H=4.78. N=4.43 and Cl=22.42. Actual: C=67.21, H=4.69, N=4.33, and Cl=22.00) and NMR(CDCl3 /CD3OD; 200 MHz) confirmed structure. The resulting product (2) was exposed to light (OLITE AL 53/100, 5 kw, L1261 lamp at 40 in). Reactants: CC(C)O, CC(C)(C)OC(=O)n1c(-c2cnc(Cl)o2)cc2ccccc21, Nc1cccc(O)c1. Yields the product CC(C)(C)OC(=O)n1c(-c2cnc(Nc3cccc(O)c3)o2)cc2ccccc21. RXN SMILES: [CH3:31][CH:32]([OH:33])[CH3:34].[Cl:1][c:2]1[o:3][c:4](-[c:7]2[n:8]([C:16](=[O:17])[O:18][C:19]([CH3:20])([CH3:21])[CH3:22])[c:9]3[cH:10][cH:11][cH:12][cH:13][c:14]3[cH:15]2)[cH:5][n:6]1.[NH2:23][c:24]1[cH:25][cH:26][cH:27][c:28]([OH:29])[cH:30]1>>[c:2]1([NH:23][c:24]2[cH:25][cH:26][cH:27][c:28]([OH:29])[cH:30]2)[o:3][c:4](-[c:7]2[n:8]([C:16](=[O:17])[O:18][C:19]([CH3:20])([CH3:21])[CH3:22])[c:9]3[cH:10][cH:11][cH:12][cH:13][c:14]3[cH:15]2)[cH:5][n:6]1. Reactants: Br (hydrobromic acid), COC1=C(N)C=C(C(=C1)[N+](=O)[O-])C (2-methoxy-5-methyl-4-nitroaniline), N(=O)[O-].[Na+] (sodium nitrite), cuprous bromide, Br (HBr). The solvent is O (water), O (water). Reaction conditions: temperature 0 celsius, time 20 minute. Yields the product BrC1=C(C=C(C(=C1)C)[N+](=O)[O-])OC (1-bromo-2-methoxy-5-methyl-4-nitrobenzene). RXN SMILES: [CH3:1][O:2][C:3]1[CH:9]=[C:8]([N+:10]([O-:12])=[O:11])[C:7]([CH3:13])=[CH:6][C:4]=1N.N([O-])=O.[Na+].[BrH:18]>O>[Br:18][C:4]1[CH:6]=[C:7]([CH3:13])[C:8]([N+:10]([O-:12])=[O:11])=[CH:9][C:3]=1[O:2][CH3:1] |f:1.2|. Reported procedure: a mixture of 2-methoxy-5-methyl-4-nitroaniline (20 g, 110 mmol) in 140 mL of water was heated under reflux and 48% hydrobromic acid (56 mL) was added dropwise and the mixture was heated for 20 minutes. The resulting suspension was cooled to 0° C. and treated with 40 mL of aqueous sodium nitrite (7.6 g, 110 mmol) dropwise keeping the temperature at 0° C. The suspension was added carefully dropwise to a 0° C. solution of cuprous bromide (18.1 g, 126 mmol) in 96 mL of water and 38 mL of 48% HBr. Th...